This data is from the Open Reaction Database (ORD), a public repository of structured organic reaction records. The task is: describe an organic reaction: reactants, conditions, products, and yield Reactants: CCCCc1nc(Cl)c(CCl)n1Cc1ccc(-c2ccccc2C#N)cc1, C[O-], CO, Cl, [Na+]. Yields the product CCCCc1nc(Cl)c(COC)n1Cc1ccc(-c2ccccc2C#N)cc1. As a reaction SMILES: [CH2:1]([CH2:2][CH2:3][CH3:4])[c:5]1[n:6]([CH2:13][c:14]2[cH:15][cH:16][c:17](-[c:20]3[c:21]([C:26]#[N:27])[cH:22][cH:23][cH:24][cH:25]3)[cH:18][cH:19]2)[c:7]([CH2:11][Cl:12])[c:8]([Cl:10])[n:9]1.[CH3:29][O-:30].[CH3:32][OH:33].[ClH:28].[Na+:31]>>[CH2:1]([CH2:2][CH2:3][CH3:4])[c:5]1[n:6]([CH2:13][c:14]2[cH:15][cH:16][c:17](-[c:20]3[c:21]([C:26]#[N:27])[cH:22][cH:23][cH:24][cH:25]3)[cH:18][cH:19]2)[c:7]([CH2:11][O:30][CH3:29])[c:8]([Cl:10])[n:9]1. The reactants are BrB(Br)Br, COc1cc2c(cc1C)C(C)(C)C(=O)N2Cc1ccccc1, ClCCl. The product is Cc1cc2c(cc1O)N(Cc1ccccc1)C(=O)C2(C)C. Reaction SMILES: [B:23]([Br:24])([Br:25])[Br:26].[CH2:1]([c:2]1[cH:3][cH:4][cH:5][cH:6][cH:7]1)[N:8]1[C:9](=[O:22])[C:10]([CH3:20])([CH3:21])[c:11]2[cH:12][c:13]([CH3:19])[c:14]([O:17][CH3:18])[cH:15][c:16]21.[Cl:27][CH2:28][Cl:29]>>[CH2:1]([c:2]1[cH:3][cH:4][cH:5][cH:6][cH:7]1)[N:8]1[C:9](=[O:22])[C:10]([CH3:20])([CH3:21])[c:11]2[cH:12][c:13]([CH3:19])[c:14]([OH:17])[cH:15][c:16]21. Reactants: [OH-].[Na+] (NaOH), ClC=1C=C(C=CC1OC1CC1)C1=CC(=NC=N1)C1CCC(N1)C(=O)OC (methyl 5-[6-(3-chloro-4-cyclopropoxyphenyl)pyrimidin-4-yl]pyrrolidine-2-carboxylate). Solvent: C1CCOC1 (THF). Conditions: time 16 hour. The product is ClC=1C=C(C=CC1OC1CC1)C1=CC(=NC=N1)C1CCC(N1)C(=O)O (5-[6-(3-chloro-4-cyclopropoxyphenyl)pyrimidin-4-yl]pyrrolidine-2-carboxylic acid). The yield is 13.9%. As a reaction SMILES: [OH-].[Na+].[Cl:3][C:4]1[CH:5]=[C:6]([C:14]2[N:19]=[CH:18][N:17]=[C:16]([CH:20]3[NH:24][CH:23]([C:25]([O:27]C)=[O:26])[CH2:22][CH2:21]3)[CH:15]=2)[CH:7]=[CH:8][C:9]=1[O:10][CH:11]1[CH2:13][CH2:12]1>C1COCC1>[Cl:3][C:4]1[CH:5]=[C:6]([C:14]2[N:19]=[CH:18][N:17]=[C:16]([CH:20]3[NH:24][CH:23]([C:25]([OH:27])=[O:26])[CH2:22][CH2:21]3)[CH:15]=2)[CH:7]=[CH:8][C:9]=1[O:10][CH:11]1[CH2:13][CH2:12]1 |f:0.1|. Procedure: NaOH (2M solution, 0.04 ml, 0.073 mmol) was added in one portion to a stirred solution of methyl 5-[6-(3-chloro-4-cyclopropoxyphenyl)pyrimidin-4-yl]pyrrolidine-2-carboxylate (0.008 g, 0.02 mmol) in THF (2 ml) and the mixture was stirred at room temperature for 16 hours. After this time, the mixture was concentrated and the resulting residue purified by prep HPLC to give the title compound (0.001 g, 5% yield) as a white solid. The reactants are CCO, Cl, NO, CCCCCCCCOc1ccc(C=O)c(O)c1. Product: CCCCCCCCOc1ccc(C=NO)c(O)c1. As a reaction SMILES: [CH3:22][CH2:23][OH:24].[ClH:19].[NH2:20][OH:21].[OH:1][c:2]1[c:3]([CH:4]=[O:5])[cH:6][cH:7][c:8]([O:10][CH2:11][CH2:12][CH2:13][CH2:14][CH2:15][CH2:16][CH2:17][CH3:18])[cH:9]1>>[OH:1][c:2]1[c:3]([CH:4]=[N:20][OH:21])[cH:6][cH:7][c:8]([O:10][CH2:11][CH2:12][CH2:13][CH2:14][CH2:15][CH2:16][CH2:17][CH3:18])[cH:9]1. Starting materials: CC(=O)SC1CN(Cc2ccccc2)C1, CO, [Na+], [OH-]. Product: SC1CN(Cc2ccccc2)C1. As a reaction SMILES: [CH2:1]([c:2]1[cH:3][cH:4][cH:5][cH:6][cH:7]1)[N:8]1[CH2:9][CH:10]([S:12][C:13](=[O:14])[CH3:15])[CH2:11]1.[CH3:18][OH:19].[Na+:17].[OH-:16]>>[CH2:1]([c:2]1[cH:3][cH:4][cH:5][cH:6][cH:7]1)[N:8]1[CH2:9][CH:10]([SH:12])[CH2:11]1.